Task: describe an organic reaction: reactants, conditions, products, and yield. Dataset: the Open Reaction Database (ORD), a public repository of structured organic reaction records Reactants: O (water), [Li+].[OH-] (LiOH), C1(=CC=CC=C1)S(=O)(=O)C1=CC=C2CCC(OC2=C1)CNC(=O)[C@@H](C)OC(C)=O ((R)-Acetic acid 1-[(7-benzenesulfonyl-chroman-2-ylmethyl)-carbamoyl]-ethyl ester). Run in CO (MeOH). Conditions: time 2 hour. Product: C1(=CC=CC=C1)S(=O)(=O)C1=CC=C2CC[C@@H](OC2=C1)CNC([C@@H](C)O)=O ((R)—N-(7-Benzenesulfonyl-chroman-2-ylmethyl)-2-(R)-hydroxy-propionamide). Isolated yield 542.1%. RXN SMILES: [C:1]1([S:7]([C:10]2[CH:19]=[C:18]3[C:13]([CH2:14][CH2:15][CH:16]([CH2:20][NH:21][C:22]([C@H:24]([O:26]C(=O)C)[CH3:25])=[O:23])[O:17]3)=[CH:12][CH:11]=2)(=[O:9])=[O:8])[CH:6]=[CH:5][CH:4]=[CH:3][CH:2]=1.O.[Li+].[OH-]>CO>[C:1]1([S:7]([C:10]2[CH:19]=[C:18]3[C:13]([CH2:14][CH2:15][C@H:16]([CH2:20][NH:21][C:22](=[O:23])[C@H:24]([OH:26])[CH3:25])[O:17]3)=[CH:12][CH:11]=2)(=[O:8])=[O:9])[CH:6]=[CH:5][CH:4]=[CH:3][CH:2]=1 |f:2.3|. Procedure: (R)-Acetic acid 1-[(7-benzenesulfonyl-chroman-2-ylmethyl)-carbamoyl]-ethyl ester (7.59 mg) was dissolved in 1 mL MeOH, and water (0.25 mL) and LiOH (200 mg) were added. The reaction was stirred at room temperature for two hours, then quenched by addition of water. Crystals formed and were collected by filtration, washed with water and dried under vacuum to give 37 mg of (R)—N-(7-Benzenesulfonyl-chroman-2-ylmethyl)-2-(R)-hydroxy-propionamide. MP=129.5-131.5° C.; MS (M−H)=374. Starting materials: FC1=CC=C(C=C1)C1=C(NC(=C1)C=1SC=CC1)C(=O)O (3-(4-fluorophenyl)-5-(2-thienyl)-1H-pyrrole-2-carboxylic acid), Cl.NCC=1N=CC(=NC1)C(=O)OC (methyl 5-(aminomethyl)pyrazine-2-carboxylate hydrochloride). Product: FC1=CC=C(C=C1)C1=C(NC(=C1)C=1SC=CC1)C(=O)NCC=1N=CC(=NC1)C(=O)OC (methyl 5-[({[3-(4-fluorophenyl)-5-(2-thienyl)-1H-pyrrol-2-yl]carbonyl}amino)methyl]pyrazine-2-carboxylate). Isolated yield 76.0%. RXN SMILES: [F:1][C:2]1[CH:7]=[CH:6][C:5]([C:8]2[CH:12]=[C:11]([C:13]3[S:14][CH:15]=[CH:16][CH:17]=3)[NH:10][C:9]=2[C:18]([OH:20])=O)=[CH:4][CH:3]=1.Cl.[NH2:22][CH2:23][C:24]1[N:25]=[CH:26][C:27]([C:30]([O:32][CH3:33])=[O:31])=[N:28][CH:29]=1>>[F:1][C:2]1[CH:3]=[CH:4][C:5]([C:8]2[CH:12]=[C:11]([C:13]3[S:14][CH:15]=[CH:16][CH:17]=3)[NH:10][C:9]=2[C:18]([NH:22][CH2:23][C:24]2[N:25]=[CH:26][C:27]([C:30]([O:32][CH3:33])=[O:31])=[N:28][CH:29]=2)=[O:20])=[CH:6][CH:7]=1 |f:1.2|. Reported procedure: This material was prepared using a method substantially similar to that of Example 5 from 3-(4-fluorophenyl)-5-(2-thienyl)-1H-pyrrole-2-carboxylic acid and methyl 5-(aminomethyl)pyrazine-2-carboxylate hydrochloride, yielding the title compound. Methyl 5-[({[3-(4-fluorophenyl)-5-(2-thienyl)-1H-pyrrol-2-yl]carbonyl}amino)methyl]pyrazine-2-carboxylate: Yield 76%; 1H-NMR (500 MHz, δ ppm, CDCl3) 9.47 (sb, 1H), 9.07 (s, 1H), 8.64 (s, 1H), 7.47 (dd, J=8.3 Hz, J′=5.5 Hz, 2H), 7.24 (d, J=4.5 Hz, 1H), 7.2... Starting materials: [OH-].[Na+] (sodium hydroxide), CC(C1=CC=CC=C1)(C)C1=C(C=CC(=C1)C(C1=CC=CC=C1)(C)C)O (2,4-di-(α,α-dimethylbenzyl)phenol), [N+](=O)([O-])C1=C(N)C=CC=C1 (o-nitroaniline), Cl (hydrochloric acid), N(=O)[O-].[Na+] (sodium nitrite), diazonium. Run in C(C)(=O)O (acetic acid), CO (methanol), CO (methanol), O (water), O (water). Run at temperature 2 celsius, time 30 minute. Product: [Cl-].[N+](=O)([O-])C1=C(C=CC=C1)[N+]#N (o-nitrobenzenediazonium chloride). RXN SMILES: [OH-].[Na+].CC(C1C=C(C(C)(C)C2C=CC=CC=2)C=CC=1O)(C)C1C=CC=CC=1.[N+:28]([C:31]1[CH:37]=[CH:36][CH:35]=[CH:34][C:32]=1[NH2:33])([O-:30])=[O:29].[ClH:38].[N:39]([O-])=O.[Na+]>CO.O.C(O)(=O)C>[Cl-:38].[N+:28]([C:31]1[CH:37]=[CH:36][CH:35]=[CH:34][C:32]=1[N+:33]#[N:39])([O-:30])=[O:29] |f:0.1,5.6,10.11|. Reported procedure: Using the general procedure of Example 4, 13.6 grams (0.34 mole) of sodium hydroxide pellets were dissolved in 145 ml of methanol followed by the addition of 16.5 grams (0.05 mole) of 2,4-di-(α,α-dimethylbenzyl)phenol and an additional 20 ml of methanol. The resulting solution was cooled to 2° C. Meanwhile a solution of o-nitrobenzenediazonium chloride was prepared by diazotizing a mixture of 8.3 grams (0.06 mole) of o-nitroaniline and 17.3 grams of concentrated hydrochloric acid and 6 ml of wat... The reactants are C(=O)O (Formic acid), C(C)OCCCN (3-ethoxypropylamine), C(=O)([O-])[O-].[K+].[K+] (K2CO3). Run in C1(=CC=CC=C1)C (toluene). Run at time 90 minute. Yields the product C(C)OCCCNC=O (N-(3-ethoxypropyl)formamide). Yield: 79.8%. As a reaction SMILES: [CH:1]([OH:3])=O.[CH2:4]([O:6][CH2:7][CH2:8][CH2:9][NH2:10])[CH3:5].C([O-])([O-])=O.[K+].[K+]>C1(C)C=CC=CC=1>[CH2:4]([O:6][CH2:7][CH2:8][CH2:9][NH:10][CH:1]=[O:3])[CH3:5] |f:2.3.4|. Reported procedure: Formic acid (9.4 mL, 0.208×1.2 mol) was added to a toluene (250 mL) solution of 3-ethoxypropylamine (25 mL, 0.208 mol) at room temperature, and heated under reflux for 17 hours while removing water formed as a by-product with a Dean-Stark tube. After cooling to room temperature, K2CO3 (14 g, 0.208×0.5 mol) was added and it was stirred for 90 minutes. Insoluble materials were removed by filtration, washed with toluene, and the filtrate was concentrated to dryness. The residue was purified by vacu... The reactants are resultant solution, [BH3-]C#N.[Na+] (NaBH3CN), C(C)(C)(C)OC(=O)N(CC1=CC=C(C=C1)CNC1CCCC=2C=CC=NC12)CC1=NC=CC=C1 (N-(t-butyloxycarbonyl)-N-(2-pyridinylmethyl)-N′-(5,6,7,8-tetrahydro-8-quinolinyl)-1,4-benzenedimethanamine), S1C(=CC=C1)C=O (thiophene-2-carboxaldehyde), [BH3-]C#N.[Na+] (NaBH3CN). Solvent: CO (methanol). Run at time 1 day. Product: N1=C(C=CC=C1)CNCC1=CC=C(C=C1)CN(C1CCCC=2C=CC=NC12)CC=1SC=CC1 (N-(2-pyridinylmethyl)-N′-[2-thiopheneylmethyl]-N′-(5,6,7,8-tetrahydro-8-quinolinyl)-1,4-benzenedimethanamine). The yield is 62.4%. As a reaction SMILES: C(OC([N:8]([CH2:28][C:29]1[CH:34]=[CH:33][CH:32]=[CH:31][N:30]=1)[CH2:9][C:10]1[CH:15]=[CH:14][C:13]([CH2:16][NH:17][CH:18]2[C:27]3[N:26]=[CH:25][CH:24]=[CH:23][C:22]=3[CH2:21][CH2:20][CH2:19]2)=[CH:12][CH:11]=1)=O)(C)(C)C.[S:35]1[CH:39]=[CH:38][CH:37]=[C:36]1[CH:40]=O.[BH3-]C#N.[Na+]>CO>[N:30]1[CH:31]=[CH:32][CH:33]=[CH:34][C:29]=1[CH2:28][NH:8][CH2:9][C:10]1[CH:11]=[CH:12][C:13]([CH2:16][N:17]([CH2:40][C:36]2[S:35][CH:39]=[CH:38][CH:37]=2)[CH:18]2[C:27]3[N:26]=[CH:25][CH:24]=[CH:23][C:22]=3[CH2:21][CH2:20][CH2:19]2)=[CH:14][CH:15]=1 |f:2.3|. Procedure: To a stirred solution of N-(t-butyloxycarbonyl)-N-(2-pyridinylmethyl)-N′-(5,6,7,8-tetrahydro-8-quinolinyl)-1,4-benzenedimethanamine (0.280 g, 0.610 mmol) in anhydrous methanol (6 mL), at room temperature, was added thiophene-2-carboxaldehyde (0.25 mL, 2.67 mmol) followed by NaBH3CN (0.081 g, 1.30 mmol) and the resultant solution was stirred at room temperature. After 1 day, an additional amount of NaBH3CN (0.083 g, 1.31 mmol) was added and the solution was stirred at room temperature for an addi... The reactants are ClCCl, O=C(O)C(F)(F)F, CC(C)(C)OC(=O)N1CC(Nc2cc(NC3CCC(N)CC3)nn3c(C(=O)Nc4ccncc4)cnc23)C1. The product is NC1CCC(Nc2cc(NC3CNC3)c3ncc(C(=O)Nc4ccncc4)n3n2)CC1. Reaction SMILES: [Cl:46][CH2:47][Cl:48].[F:39][C:40]([F:41])([F:42])[C:43]([OH:44])=[O:45].[NH2:1][CH:2]1[CH2:3][CH2:4][CH:5]([NH:8][c:9]2[cH:10][c:11]([NH:27][CH:28]3[CH2:29][N:30]([C:32]([O:33][C:34]([CH3:35])([CH3:36])[CH3:37])=[O:38])[CH2:31]3)[c:12]3[n:13]([n:14]2)[c:15]([C:18]([NH:19][c:20]2[cH:21][cH:22][n:23][cH:24][cH:25]2)=[O:26])[cH:16][n:17]3)[CH2:6][CH2:7]1>>[NH2:1][CH:2]1[CH2:3][CH2:4][CH:5]([NH:8][c:9]2[cH:10][c:11]([NH:27][CH:28]3[CH2:29][NH:30][CH2:31]3)[c:12]3[n:13]([n:14]2)[c:15]([C:18]([NH:19][c:20]2[cH:21][cH:22][n:23][cH:24][cH:25]2)=[O:26])[cH:16][n:17]3)[CH2:6][CH2:7]1. Starting materials: P(Cl)(Cl)Cl (phosphorus trichloride), P(Cl)(Cl)(Cl)(Cl)Cl (phosphorus pentachloride), cupric chloride, C(C)(=O)OC(C)=O (acetic anhydride). Solvent: C(C)(=O)O (acetic acid). Product: C(C)(=O)OCC(C)OC(C)=O (propylene glycol diacetate). RXN SMILES: P(Cl)(Cl)Cl.P(Cl)(Cl)(Cl)(Cl)Cl.[C:11]([O:14][C:15](=O)[CH3:16])(=[O:13])[CH3:12]>C(O)(=O)C>[C:11]([O:14][CH2:15][CH:15]([O:14][C:11](=[O:13])[CH3:12])[CH3:16])(=[O:13])[CH3:12]. Reported procedure: 2 g phosphorus trichloride and 2 g phosphorus pentachloride were dissolved with 2 g cupric chloride in 500 ml glacial acetic acid and 50 ml acetic anhydride and then further treated a described in Example 4. 5.2 g propylene glycol diacetate were obtained.